This data is from the Open Reaction Database (ORD), a public repository of structured organic reaction records. The task is: describe an organic reaction: reactants, conditions, products, and yield Starting materials: C[Si](C)(C)C#N (trimethylsilyl cyanide), C(C#C)OC(C1=CC=C(C=C1)Cl)OCC#C (1-(bis-prop-2-ynyloxy-methyl)-4-chloro-benzene), Cl (hydrochloric acid). Reagents/catalysts: [Bi](Br)(Br)Br (bismuth (III)bromide). Solvent: ClCCl (dichloromethane). Run at time 48 hour. Product: ClC1=CC=C(C=C1)C(C#N)OCC#C ((4-chloro-phenyl)-prop-2-ynyloxy-acetonitrile). Yield: 63.0%. As a reaction SMILES: C[Si]([C:5]#[N:6])(C)C.[CH2:7]([O:10][CH:11](OCC#C)[C:12]1[CH:17]=[CH:16][C:15]([Cl:18])=[CH:14][CH:13]=1)[C:8]#[CH:9].Cl>ClCCl.[Bi](Br)(Br)Br>[Cl:18][C:15]1[CH:14]=[CH:13][C:12]([CH:11]([O:10][CH2:7][C:8]#[CH:9])[C:5]#[N:6])=[CH:17][CH:16]=1. Procedure: Under an atmosphere of nitrogen, trimethylsilyl cyanide (3.1 g) is added to bismuth (III)bromide (0.22 g) and 1-(bis-prop-2-ynyloxy-methyl)-4-chloro-benzene (6.7 g) in dichloromethane (50 ml) at room temperature. The reaction mixture is stirred for 48 hours at room temperature and then poured into 0.5 M hydrochloric acid (50 ml). The organic phase is separated, dried (magnesium sulfate) and evaporated. Crude (4-chloro-phenyl)-prop-2-ynyloxy-acetonitrile (3.7 g) is obtained as oil.